From a dataset of the Open Reaction Database (ORD), a public repository of structured organic reaction records. describe an organic reaction: reactants, conditions, products, and yield Reactants: COc1ccc2c(c1)cc(CO)n2Cc1ccc(C(C)(C)C)cc1, CC(=O)Cl. The product is COc1ccc2c(c1)cc(COC(C)=O)n2Cc1ccc(C(C)(C)C)cc1. RXN SMILES: [C:1]([CH3:2])([CH3:3])([CH3:4])[c:5]1[cH:6][cH:7][c:8]([CH2:9][n:10]2[c:11]([CH2:21][OH:22])[cH:12][c:13]3[cH:14][c:15]([O:19][CH3:20])[cH:16][cH:17][c:18]23)[cH:23][cH:24]1.[CH3:25][C:26]([Cl:27])=[O:28]>>[C:1]([CH3:2])([CH3:3])([CH3:4])[c:5]1[cH:6][cH:7][c:8]([CH2:9][n:10]2[c:11]([CH2:21][O:22][C:26]([CH3:25])=[O:28])[cH:12][c:13]3[cH:14][c:15]([O:19][CH3:20])[cH:16][cH:17][c:18]23)[cH:23][cH:24]1.